From a dataset of the Open Reaction Database (ORD), a public repository of structured organic reaction records. describe an organic reaction: reactants, conditions, products, and yield Starting materials: C=CC1CC1(NC(=O)C1CC(O)CN1C(=O)OC(C)(C)C)C(=O)OCC, ClCCl, O=C(O)C(F)(F)F. Product: C=CC1CC1(NC(=O)C1CC(O)CN1)C(=O)OCC. As a reaction SMILES: [C:1]([O:2][C:3](=[O:4])[N:8]1[CH:9]([C:14]([NH:15][C:16]2([C:21](=[O:22])[O:23][CH2:24][CH3:25])[CH:17]([CH:19]=[CH2:20])[CH2:18]2)=[O:26])[CH2:10][CH:11]([OH:13])[CH2:12]1)([CH3:5])([CH3:6])[CH3:7].[Cl:34][CH2:35][Cl:36].[OH:27][C:28]([C:29]([F:30])([F:31])[F:32])=[O:33]>>[NH:8]1[CH:9]([C:14]([NH:15][C:16]2([C:21](=[O:22])[O:23][CH2:24][CH3:25])[CH:17]([CH:19]=[CH2:20])[CH2:18]2)=[O:26])[CH2:10][CH:11]([OH:13])[CH2:12]1. The reactants are CC(C(CP(OC)(OC)=O)=O)CC#CC (dimethyl 3-methyl-2-oxo-5-heptynylphosphonate). The reagents and catalysts are [Pd] (palladium). Isolated yield 79.1%. Reported procedure: To a solution of dimethyl 3-methyl-2-oxo-5-heptynylphosphonate (10.0 g, 0.043 mol) in ethyl acetate (100 ml) was added 10% palladium on active carbon (5.0 g) and the mixture was stirred under hydrogen atmosphere for one hour. The reaction mixture was filtered and the filtrate was concentrated. The residue was distilled under reduced pressure to give colorless oily product dimethyl 3-methyl-2-oxo-heptylphosphonate (8.12 g, 0.034 mol, 80%, b.p. 90°-92° C./0.05 mmHg). The structure was identified b... Reaction conditions: time 1 hour. Run in C(C)(=O)OCC (ethyl acetate). Product: CC(C(CP(OC)(OC)=O)=O)CCCC (dimethyl 3-methyl-2-oxo-heptylphosphonate). As a reaction SMILES: [CH3:1][CH:2]([CH2:12][C:13]#[C:14][CH3:15])[C:3](=[O:11])[CH2:4][P:5](=[O:10])([O:8][CH3:9])[O:6][CH3:7]>C(OCC)(=O)C.[Pd]>[CH3:1][CH:2]([CH2:12][CH2:13][CH2:14][CH3:15])[C:3](=[O:11])[CH2:4][P:5](=[O:10])([O:6][CH3:7])[O:8][CH3:9]. Reactants: CN(C)c1cccc(C(=O)O)c1, CC#N, Nc1ccc2ccc(Cl)nc2n1, O. As a reaction SMILES: [CH3:1][N:2]([c:3]1[cH:4][c:5]([C:6](=[O:7])[OH:8])[cH:9][cH:10][cH:11]1)[CH3:12].[CH3:25][C:26]#[N:27].[NH2:13][c:14]1[n:15][c:16]2[n:17][c:18]([Cl:24])[cH:19][cH:20][c:21]2[cH:22][cH:23]1.[OH2:28]>>[CH3:1][N:2]([c:3]1[cH:4][c:5]([C:6](=[O:8])[NH:13][c:14]2[n:15][c:16]3[n:17][c:18]([Cl:24])[cH:19][cH:20][c:21]3[cH:22][cH:23]2)[cH:9][cH:10][cH:11]1)[CH3:12]. The product is CN(C)c1cccc(C(=O)Nc2ccc3ccc(Cl)nc3n2)c1. Reactants: C(C)(=O)O (acetic acid), C(C1=CC=CC=C1)N1C(=NC2=C1C=CC=C2)C(C(C)C)N (1-(1-benzyl-1H-benzimidazol-2-yl)-2-methyl-propylamine), O=C1N(C(C2=CC=CC=C12)=O)CCC=O (3-(1,3-dioxo-1,3-dihydro-isoindol-2-yl)-propionaldehyde), C(C)(=O)O[BH-](OC(C)=O)OC(C)=O.[Na+] (sodium triacetoxyborohydride). Run in C(Cl)Cl (DCM). Reaction conditions: time 10 minute. Product: C(C1=CC=CC=C1)N1C(=NC2=C1C=CC=C2)C(C(C)C)NCCCN2C(C1=CC=CC=C1C2=O)=O (2-{3-[1-(1-Benzyl-1H-benzimidazol-2-yl)-2-methyl-propylamino]-propyl}-isoindole-1,3-dione). RXN SMILES: [CH2:1]([N:8]1[C:12]2[CH:13]=[CH:14][CH:15]=[CH:16][C:11]=2[N:10]=[C:9]1[CH:17]([NH2:21])[CH:18]([CH3:20])[CH3:19])[C:2]1[CH:7]=[CH:6][CH:5]=[CH:4][CH:3]=1.[O:22]=[C:23]1[C:31]2[C:26](=[CH:27][CH:28]=[CH:29][CH:30]=2)[C:25](=[O:32])[N:24]1[CH2:33][CH2:34][CH:35]=O.C(O[BH-](OC(=O)C)OC(=O)C)(=O)C.[Na+].C(O)(=O)C>C(Cl)Cl>[CH2:1]([N:8]1[C:12]2[CH:13]=[CH:14][CH:15]=[CH:16][C:11]=2[N:10]=[C:9]1[CH:17]([NH:21][CH2:35][CH2:34][CH2:33][N:24]1[C:25](=[O:32])[C:26]2[C:31](=[CH:30][CH:29]=[CH:28][CH:27]=2)[C:23]1=[O:22])[CH:18]([CH3:19])[CH3:20])[C:2]1[CH:3]=[CH:4][CH:5]=[CH:6][CH:7]=1 |f:2.3|. Procedure details: To a solution of 1-(1-benzyl-1H-benzimidazol-2-yl)-2-methyl-propylamine (160 mg, 0.56 mmol) and 3-(1,3-dioxo-1,3-dihydro-isoindol-2-yl)-propionaldehyde (114 mg, 0.56 mmol) in dry DCM (3 ml) at room temperature, was added sodium triacetoxyborohydride (119 mg, 0.56 mmol). After 10 minutes, acetic acid (34 μl, 0.56 mmol) was added to the reaction mixture. The mixture was stirred at room temperature for 1 hour. The solvent was removed in vacuo and the solid was dissolved in ethyl acetate. The organi...